Dataset: the Open Reaction Database (ORD), a public repository of structured organic reaction records. Task: describe an organic reaction: reactants, conditions, products, and yield Starting materials: Cc1ccccc1, C=CCc1ccc(O)c(OC)c1, CN(C)C=O, [Cl-], [Li+]. Reaction SMILES: [CH3:15][c:16]1[cH:17][cH:18][cH:19][cH:20][cH:21]1.[CH3:1][O:2][c:3]1[cH:4][c:5]([CH2:6][CH:7]=[CH2:8])[cH:9][cH:10][c:11]1[OH:12].[CH3:22][N:23]([CH3:24])[CH:25]=[O:26].[Cl-:14].[Li+:13]>>[OH:2][c:3]1[cH:4][c:5]([CH2:6][CH:7]=[CH2:8])[cH:9][cH:10][c:11]1[OH:12]. Product: C=CCc1ccc(O)c(O)c1. Starting materials: FC=1C=C(C=C(C1)OC(F)(F)F)C1=CC(=NN1C1=CC(=NC=C1)Cl)C(=O)O (5-(3-Fluoro-5-trifluoromethoxyphenyl)-1-(2-chloropyridin-4-yl)-1H-pyrazole-3-carboxylic acid), ClC=1C=C(C=C(C1)F)C1=CC(=NN1C=1C=NC=CC1)C(=O)N1CC(NCC1)=O (4-{[5-(3-Chloro-5-fluorophenyl)-1-(pyridin-3-yl)-1H-pyrazol-3-yl]carbonyl}piperazin-2-one), O=C1NCCNC1 (2-oxopiperazine). Product: ClC1=NC=CC(=C1)N1N=C(C=C1C1=CC(=CC(=C1)OC(F)(F)F)F)C(=O)N1CC(NCC1)=O (4-({-(2-Chloropyridin-4-yl)-5-[3-fluoro-5-(trifluoromethoxy)phenyl]-1H-pyrazol-3-yl}carbonyl)piperazin-2-one). RXN SMILES: [F:1][C:2]1[CH:3]=[C:4]([C:13]2[N:17]([C:18]3[CH:23]=[CH:22][N:21]=[C:20]([Cl:24])[CH:19]=3)[N:16]=[C:15]([C:25]([OH:27])=O)[CH:14]=2)[CH:5]=[C:6]([O:8][C:9]([F:12])([F:11])[F:10])[CH:7]=1.ClC1C=C(C2N(C3C=NC=CC=3)N=C(C([N:49]3[CH2:54][CH2:53][NH:52][C:51](=[O:55])[CH2:50]3)=O)C=2)C=C(F)C=1.O=C1CNCCN1>>[Cl:24][C:20]1[CH:19]=[C:18]([N:17]2[C:13]([C:4]3[CH:5]=[C:6]([O:8][C:9]([F:10])([F:11])[F:12])[CH:7]=[C:2]([F:1])[CH:3]=3)=[CH:14][C:15]([C:25]([N:49]3[CH2:54][CH2:53][NH:52][C:51](=[O:55])[CH2:50]3)=[O:27])=[N:16]2)[CH:23]=[CH:22][N:21]=1. Procedure details: 40 mg (0.08 mmol) of the compound of Example 35A is reacted analogously to the synthesis of the compound of Example 4 with 8 mg (0.08 mmol) of 2-oxopiperazine. 27 mg (71% of theory) of the title compound is obtained. The reactants are BrC=1C(=NC(=NC1)OC(C)(C)C)OC(C)(C)C (5-Bromo-2,4-bis(1,1-dimethylethoxy)pyrimidine), C(CCC)[Li] (n-butyllithium), CC=1OC2=C(N1)C(C1=C(CC2)C=C(C=C1)C)=O (9,10-Dihydro-2,7-dimethyl-4H-benzo[5,6]cyclohepta[1,2-d]oxazol-4-one). Solvent: C(C)(=O)O (acetic acid), O1CCCC1 (tetrahydrofuran). Reaction conditions: time 1 hour. The product is OC1(C2=C(CCC3=C1N=C(O3)C)C=C(C=C2)C)C=2C(NC(NC2)=O)=O ((±)-5-(9,10-Dihydro-4-hydroxy-2,7-dimethyl-4H-benzo[5,6]cyclohepta[1,2-d]oxazol-4-yl)-2,4(1H,3H)-pyrimidinedione). Reaction SMILES: Br[C:2]1[C:3]([O:13]C(C)(C)C)=[N:4][C:5]([O:8]C(C)(C)C)=[N:6][CH:7]=1.C([Li])CCC.[CH3:23][C:24]1[O:25][C:26]2[CH2:33][CH2:32][C:31]3[CH:34]=[C:35]([CH3:38])[CH:36]=[CH:37][C:30]=3[C:29](=[O:39])[C:27]=2[N:28]=1>O1CCCC1.C(O)(=O)C>[OH:39][C:29]1([C:2]2[C:3](=[O:13])[NH:4][C:5](=[O:8])[NH:6][CH:7]=2)[C:27]2[N:28]=[C:24]([CH3:23])[O:25][C:26]=2[CH2:33][CH2:32][C:31]2[CH:34]=[C:35]([CH3:38])[CH:36]=[CH:37][C:30]1=2. Reported procedure: To a solution of the product from example 1 step (vi) (9 g) in dry tetrahydrafuran (100 ml) under nitrogen at −78° C. was added n-butyllithium (2.5M, 14.3 ml) dropwise over 1 min. After 30 min a warm solution of the product from step (v) (6.73 g) in tetrahydrofuran (350 ml) was added rapidly via cannula. After further stirring for 1 h the cooling bath was removed and the mixture allowed to stir at room temperature for 30 min. The reaction mixture was quenched with saturated brine and extracted w... The reactants are COC=1C(=CC(=C(C(=O)N)C1)[N+](=O)[O-])OCCOC1=CC=NC=C1 (5-Methoxy-2-nitro-4-(2-(4-pyridyloxy)ethoxy)benzamide). The reagents and catalysts are [Pd] (palladium-on-charcoal). The solvent is CO (methanol). Conditions: temperature 40 celsius. The product is NC1=C(C(=O)N)C=C(C(=C1)OCCOC1=CC=NC=C1)OC (2-amino-5-methoxy-4-(2-(4-pyridyloxy)ethoxy)benzamide). Yield: 100.5%. RXN SMILES: [CH3:1][O:2][C:3]1[C:4]([O:15][CH2:16][CH2:17][O:18][C:19]2[CH:24]=[CH:23][N:22]=[CH:21][CH:20]=2)=[CH:5][C:6]([N+:12]([O-])=O)=[C:7]([CH:11]=1)[C:8]([NH2:10])=[O:9]>[Pd].CO>[NH2:12][C:6]1[CH:5]=[C:4]([O:15][CH2:16][CH2:17][O:18][C:19]2[CH:24]=[CH:23][N:22]=[CH:21][CH:20]=2)[C:3]([O:2][CH3:1])=[CH:11][C:7]=1[C:8]([NH2:10])=[O:9]. Procedure details: 5-Methoxy-2-nitro-4-(2-(4-pyridyloxy)ethoxy)benzamide (2.15 g, 6.4 mmol) and 10% palladium-on-charcoal catalyst (100 mg) were suspended in methanol (400 ml) and placed under hydrogen at atmospheric pressure. The reaction mixture was heated at 40° C. for 1 hour, cooled to ambient temperature, filtered through diatomaceous earth and the solvent was removed by evaporation. The precipitate was slurried with ether and collected by filtration to give 2-amino-5-methoxy-4-(2-(4-pyridyloxy)ethoxy)benzami... Procedure: 2-methyl-4-benzyloxyphenylboronic acid (225 mg; 0.93 mmol) was added to 2-Amino-4-chloro-thieno[2,3-d]pyrimidine-6-carboxylic acid ethyl ester (example 1; step 1) (200 mg; 0.776 mmol) in DMF (10 mL). NaHCO3 (1.0M aq. Solution; 2.33 mL) was added and mixture degassed with N2. Pd(PPh3)2Cl2 was added and reaction mixture heated at 80 degrees C. for 5 hours Reaction mixture was allowed to cool to room temperature and DMF removed in vacuo. The residue was partitioned between ethyl acetate (50 mL) and... The yield is 70.7%. Yields the product C(C)OC(=O)C1=CC2=C(N=C(N=C2C2=C(C=C(C=C2)OCC2=CC=CC=C2)C)N)S1 (2-Amino-4-(4-benzyloxy-2-methyl-phenyl)-thieno[2,3-d]pyrimidine-6-carboxylic acid ethyl ester). The reactants are CC1=C(C=CC(=C1)OCC1=CC=CC=C1)B(O)O (2-methyl-4-benzyloxyphenylboronic acid), C(C)OC(=O)C1=CC2=C(N=C(N=C2Cl)N)S1 (2-Amino-4-chloro-thieno[2,3-d]pyrimidine-6-carboxylic acid ethyl ester), C(=O)(O)[O-].[Na+] (NaHCO3). Reaction conditions: temperature 80 celsius. As a reaction SMILES: [CH3:1][C:2]1[CH:7]=[C:6]([O:8][CH2:9][C:10]2[CH:15]=[CH:14][CH:13]=[CH:12][CH:11]=2)[CH:5]=[CH:4][C:3]=1B(O)O.[CH2:19]([O:21][C:22]([C:24]1[S:34][C:27]2[N:28]=[C:29]([NH2:33])[N:30]=[C:31](Cl)[C:26]=2[CH:25]=1)=[O:23])[CH3:20].C([O-])(O)=O.[Na+]>CN(C=O)C>[CH2:19]([O:21][C:22]([C:24]1[S:34][C:27]2[N:28]=[C:29]([NH2:33])[N:30]=[C:31]([C:3]3[CH:4]=[CH:5][C:6]([O:8][CH2:9][C:10]4[CH:15]=[CH:14][CH:13]=[CH:12][CH:11]=4)=[CH:7][C:2]=3[CH3:1])[C:26]=2[CH:25]=1)=[O:23])[CH3:20] |f:2.3|. Solvent: CN(C)C=O (DMF). Reactants: COC(C=1C=C(OC=2C=C(C#N)C=CC2)C=CC1[N+](=O)[O-])OC (3-(3-dimethoxymethyl-4-nitro-phenoxy)-benzonitrile), Cl (HCl). Solvent: C1CCOC1 (THF), O (water), O (H2O). Yields the product C(=O)C=1C=C(OC=2C=C(C#N)C=CC2)C=CC1[N+](=O)[O-] (3-(3-Formyl-4-nitro-phenoxy)-benzonitrile). RXN SMILES: C[O:2][CH:3](OC)[C:4]1[CH:5]=[C:6]([CH:16]=[CH:17][C:18]=1[N+:19]([O-:21])=[O:20])[O:7][C:8]1[CH:9]=[C:10]([CH:13]=[CH:14][CH:15]=1)[C:11]#[N:12].Cl>C1COCC1.O>[CH:3]([C:4]1[CH:5]=[C:6]([CH:16]=[CH:17][C:18]=1[N+:19]([O-:21])=[O:20])[O:7][C:8]1[CH:9]=[C:10]([CH:13]=[CH:14][CH:15]=1)[C:11]#[N:12])=[O:2]. Procedure: A mixture of 3-(3-dimethoxymethyl-4-nitro-phenoxy)-benzonitrile (0.068 mol) in THF (140 ml) was stirred at room temperature, then 12N HCl (55 ml) and water (55 ml) were added and the reaction mixture was stirred overnight at room temperature. The mixture was stirred in H2O and extracted with DIPE. The organic layer was separated, washed with a 10% NaHCO3 solution, separated again, dried, filtered off and the solvent was evaporated. The obtained residue was stirred in DIPE, then the desired produ... The reactants are Cc1cc(-c2ncn(C3CCCCO3)n2)c(F)cc1Br, CN(C)C=O, CC(C)N1C(=O)CNc2ncc([Sn](C)(C)C)nc21, Cl[Pd]Cl, c1ccc(P(c2ccccc2)c2ccccc2)cc1, c1ccc(P(c2ccccc2)c2ccccc2)cc1. Yields the product Cc1cc(-c2ncn(C3CCCCO3)n2)c(F)cc1-c1cnc2c(n1)N(C(C)C)C(=O)CN2. RXN SMILES: [Br:19][c:20]1[cH:21][c:22]([F:38])[c:23](-[c:27]2[n:28][n:29]([CH:32]3[O:33][CH2:34][CH2:35][CH2:36][CH2:37]3)[cH:30][n:31]2)[cH:24][c:25]1[CH3:26].[CH3:39][N:40]([CH3:41])[CH:42]=[O:43].[CH:1]([CH3:2])([CH3:3])[N:4]1[C:5](=[O:18])[CH2:6][NH:7][c:8]2[c:9]1[n:10][c:11]([Sn:14]([CH3:15])([CH3:16])[CH3:17])[cH:12][n:13]2.[Pd:44]([Cl:45])[Cl:46].[c:47]1([P:48]([c:49]2[cH:50][cH:51][cH:52][cH:53][cH:54]2)[c:55]2[cH:56][cH:57][cH:58][cH:59][cH:60]2)[cH:61][cH:62][cH:63][cH:64][cH:65]1.[c:66]1([P:67]([c:68]2[cH:69][cH:70][cH:71][cH:72][cH:73]2)[c:74]2[cH:75][cH:76][cH:77][cH:78][cH:79]2)[cH:80][cH:81][cH:82][cH:83][cH:84]1>>[CH:1]([CH3:2])([CH3:3])[N:4]1[C:5](=[O:18])[CH2:6][NH:7][c:8]2[c:9]1[n:10][c:11](-[c:20]1[cH:21][c:22]([F:38])[c:23](-[c:27]3[n:28][n:29]([CH:32]4[O:33][CH2:34][CH2:35][CH2:36][CH2:37]4)[cH:30][n:31]3)[cH:24][c:25]1[CH3:26])[cH:12][n:13]2.